This data is from the Open Reaction Database (ORD), a public repository of structured organic reaction records. The task is: describe an organic reaction: reactants, conditions, products, and yield The reactants are N#N (N2), CC=1OC(=C(N1)C(=O)O)C=1C=C(C=CC1)C (2-methyl-5-(m-tolyl)oxazole-4-carboxylic acid), C=1C=CC2=C(C1)N=NN2O (HOBt), C(CCl)Cl (EDC), CCN(C(C)C)C(C)C (DIPEA), NC1=NN(N=C1)CC=1OC=C(N1)C(C)=O (1-(2-((4-amino-2H-1,2,3-triazol-2-yl)methyl)oxazol-4-yl)ethanone). The reagents and catalysts are CN(C)C=1C=CN=CC1 (DMAP). Solvent: C(Cl)Cl (CH2Cl2), C(Cl)Cl (CH2Cl2), C(Cl)Cl (CH2Cl2). Run at time 30 minute. The product is C(C)(=O)C=1N=C(OC1)CN1N=CC(=N1)NC(=O)C=1N=C(OC1C=1C=C(C=CC1)C)C (N-(2-((4-acetyloxazol-2-yl)methyl)-2H-1,2,3-triazol-4-yl)-2-methyl-5-(m-tolyl)oxazole-4-carboxamide). Reaction SMILES: N#N.[CH3:3][C:4]1[O:5][C:6]([C:12]2[CH:13]=[C:14]([CH3:18])[CH:15]=[CH:16][CH:17]=2)=[C:7]([C:9]([OH:11])=O)[N:8]=1.C1C=CC2N(O)N=NC=2C=1.C(Cl)CCl.CCN(C(C)C)C(C)C.[NH2:42][C:43]1[CH:47]=[N:46][N:45]([CH2:48][C:49]2[O:50][CH:51]=[C:52]([C:54](=[O:56])[CH3:55])[N:53]=2)[N:44]=1>C(Cl)Cl.CN(C1C=CN=CC=1)C>[C:54]([C:52]1[N:53]=[C:49]([CH2:48][N:45]2[N:44]=[C:43]([NH:42][C:9]([C:7]3[N:8]=[C:4]([CH3:3])[O:5][C:6]=3[C:12]3[CH:13]=[C:14]([CH3:18])[CH:15]=[CH:16][CH:17]=3)=[O:11])[CH:47]=[N:46]2)[O:50][CH:51]=1)(=[O:56])[CH3:55]. Procedure details: In a flame dried round-bottomed flask equipped with a magnetic stir bar and under inert atmosphere (N2), a solution of 2-methyl-5-(m-tolyl)oxazole-4-carboxylic acid (WO 2009/077990, p. 112) (590 mg, 2.72 mmol) in CH2Cl2 (20 mL) was treated at rt with DMAP (82 mg, 0.68 mmol), HOBt (441 mg, 3.62 mmol), EDC (1.3 g, 6.79 mmol) and DIPEA (1.8 mL, 10.86 mmol) and the resulting mixture was stirred for 30 min at rt. A solution of 1-(2-((4-amino-2H-1,2,3-triazol-2-yl)methyl)oxazol-4-yl)ethanone (WO 2009/... Starting materials: COC1=CC=C(CN2N=C(C3=C2N=CC=C3O)C)C=C1 (1-(4-methoxybenzyl)-3-methyl-1H-pyrazolo[3,4-b]pyridin-4-ol), ClC1=NC=C(C=N1)[N+](=O)[O-] (2-chloro-5-nitropyrimidine), C([O-])([O-])=O.[Cs+].[Cs+] (cesium carbonate), CN(C)C=O (DMF). The solvent is CCOC(=O)C.CCCCCC (EtOAc Hexane). Conditions: time 16.5 hour. The product is COC1=CC=C(CN2N=C(C=3C2=NC=CC3OC3=NC=C(C=N3)[N+](=O)[O-])C)C=C1 (1-(4-methoxybenzyl)-3-methyl-4-(5-nitropyrimidin-2-yloxy)-1H-pyrazolo[3,4-b]pyridine). The yield is 30.2%. As a reaction SMILES: [CH3:1][O:2][C:3]1[CH:20]=[CH:19][C:6]([CH2:7][N:8]2[C:12]3[N:13]=[CH:14][CH:15]=[C:16]([OH:17])[C:11]=3[C:10]([CH3:18])=[N:9]2)=[CH:5][CH:4]=1.Cl[C:22]1[N:27]=[CH:26][C:25]([N+:28]([O-:30])=[O:29])=[CH:24][N:23]=1.C(=O)([O-])[O-].[Cs+].[Cs+].CN(C=O)C>CCOC(C)=O.CCCCCC>[CH3:1][O:2][C:3]1[CH:4]=[CH:5][C:6]([CH2:7][N:8]2[C:12]3=[N:13][CH:14]=[CH:15][C:16]([O:17][C:22]4[N:27]=[CH:26][C:25]([N+:28]([O-:30])=[O:29])=[CH:24][N:23]=4)=[C:11]3[C:10]([CH3:18])=[N:9]2)=[CH:19][CH:20]=1 |f:2.3.4,6.7|. Procedure: A 100 mL flask was charged with 1-(4-methoxybenzyl)-3-methyl-1H-pyrazolo[3,4-b]pyridin-4-ol (1.00 g, 3.71 mmol obtained from Example 5, step B), 2-chloro-5-nitropyrimidine (0.592 g, 3.71 mmol), cesium carbonate (1.21 g, 3.71 mmol) and DMF (20 mL). The solution was allowed to stir overnight at room temperature for 16.5 hours. The crude product was isolated by filtration and flash chromatography (EtOAc/Hexane 1:2) to afford 0.44 g (29%) of the desired product. LRMS M+1 (393.0) observed. As a reaction SMILES: [OH-].[Na+].[CH3:3][C:4]1[O:8][C:7]([C:9](OCC)=O)=[C:6]([OH:14])[C:5]=1[OH:15].CBr.Cl>O>[CH3:3][CH:4]1[C:5](=[O:15])[C:6]([OH:14])=[C:7]([CH3:9])[O:8]1 |f:0.1|. Isolated yield 81.4%. The reactants are CBr (methyl bromide), Cl (hydrochloric acid), [OH-].[Na+] (sodium hydroxide), CC1=C(C(=C(O1)C(=O)OCC)O)O (ethyl 5-methyl-3,4-dihydroxy-2-furoate). The product is 21.5, CC1OC(=C(C1=O)O)C (2,5-dimethyl-4-hydroxy-3[2H] furanone). Run in O (water), O (water). Reaction conditions: time 40 hour. Procedure: A solution of 48 g of sodium hydroxide and 37.2 g of ethyl 5-methyl-3,4-dihydroxy-2-furoate of 98.4% purity in 225 ml of water was allowed to stand at room temperature for 40 hours. The mixture was diluted with 200 g of water and 22.8 g of gaseous methyl bromide was added with stirring over a period of one hour at room temperature followed by an additional stirring period of two hours. The pH of the solution was adjusted to 5 by the addition of concentrated hydrochloric acid solution. Extraction... Reactants: C(C)(C)(C)OC(=O)N1CCC(CC1)(C(=O)O)C (1(tert-butoxycarbonyl)-4-methylpiperidine-4-carboxylic acid), solution, C[Si](C)(C)C=[N+]=[N-] (trimethylsilyldiazomethane). Solvent: CO (methanol), C1(=CC=CC=C1)C (toluene), hexanes. Reaction conditions: time 1 hour. Yields the product CC1(CCN(CC1)C(=O)OC(C)(C)C)C(=O)OC (1-tert-Butyl 4-methyl 4-methylpiperidine-1,4-dicarboxylate). The yield is 100.0%. As a reaction SMILES: [C:1]([O:5][C:6]([N:8]1[CH2:13][CH2:12][C:11]([CH3:17])([C:14]([OH:16])=[O:15])[CH2:10][CH2:9]1)=[O:7])([CH3:4])([CH3:3])[CH3:2].[CH3:18][Si](C=[N+]=[N-])(C)C>CO.C1(C)C=CC=CC=1>[CH3:17][C:11]1([C:14]([O:16][CH3:18])=[O:15])[CH2:12][CH2:13][N:8]([C:6]([O:5][C:1]([CH3:4])([CH3:2])[CH3:3])=[O:7])[CH2:9][CH2:10]1. Procedure details: To a solution of 1(tert-butoxycarbonyl)-4-methylpiperidine-4-carboxylic acid (5.0 g, 20.55 mmol) in methanol (60 mL) and toluene (100 mL) was added a 2M solution of trimethylsilyldiazomethane (20 mL) in hexanes (the addition was accompanied by effervescence and a small exotherm). The resulting pale yellow solution was allowed to stir at ambient temperature for 1 hr. The solvent was removed under reduce pressure to give the title compound as a pale yellow oil (5.28 g 20.55 mmol, 100%); 1H NMR (CD... Starting materials: OC1=C(C=C(C2=CC=CC=C12)O)C(=O)OC (Methyl 1,4-dihydroxynaphthalene-2-carboxylate), C(C)N(C1=CC=C(C=C1)C(C#C)(O)C1=CC=CC=C1)CC (1-(4-diethylaminophenyl)-1-phenyl-prop-2-yn-1-ol), Al2O3. Procedure details: Methyl 1,4-dihydroxynaphthalene-2-carboxylate (4.00 g, 18.3 mmol), 1-(4-diethylaminophenyl)-1-phenyl-prop-2-yn-1-ol (4.67 g, 18.3 mmol) and Al2O3 (4.5 g) in toluene (150 mL) was refluxed for 3 hrs, filtered whilst hot and the solvent removed under reduced pressure. The residue was filtered through a short plug of silica using DCM (20% hexane) as eluent followed by a second filtration through silica using DCM as eluent. The residue was crystallised from acetone-MeOH and the product isolated as a ... Yields the product C(C)N(C1=CC=C(C=C1)C1(C=CC2=C(O1)C1=CC=CC=C1C(=C2C(=O)OC)O)C2=CC=CC=C2)CC (Methyl 2-(4-diethylaminophenyl)-6-hydroxy-2-phenyl-2H-naphtho[1,2-b]pyran-5-carboxylate). The yield is 55.7%. RXN SMILES: [OH:1][C:2]1[C:11]2[C:6](=[CH:7][CH:8]=[CH:9][CH:10]=2)[C:5]([OH:12])=[CH:4][C:3]=1[C:13]([O:15][CH3:16])=[O:14].[CH2:17]([N:19]([CH2:36][CH3:37])[C:20]1[CH:25]=[CH:24][C:23]([C:26]([C:30]2[CH:35]=[CH:34][CH:33]=[CH:32][CH:31]=2)(O)[C:27]#[CH:28])=[CH:22][CH:21]=1)[CH3:18]>C1(C)C=CC=CC=1>[CH2:36]([N:19]([CH2:17][CH3:18])[C:20]1[CH:25]=[CH:24][C:23]([C:26]2([C:30]3[CH:31]=[CH:32][CH:33]=[CH:34][CH:35]=3)[O:12][C:5]3[C:6]4[C:11]([C:2]([OH:1])=[C:3]([C:13]([O:15][CH3:16])=[O:14])[C:4]=3[CH:28]=[CH:27]2)=[CH:10][CH:9]=[CH:8][CH:7]=4)=[CH:22][CH:21]=1)[CH3:37]. Solvent: C1(=CC=CC=C1)C (toluene). The reactants are ClC=1C=C(C=CC1Cl)C(CC=O)C1N(C(C2=CC=C(C=C12)OC(C)C)=O)C (3-(3,4-Dichlorophenyl)-3-(6-isopropoxy-2-methyl-3-oxo-2,3-dihydro-1H-isoindol-1-yl)propionaldehyde), O=C1N(CCCN1)C1CCNCC1 (4-(2-oxoperhydropyrimidine-1-yl)piperidine). Yields the product Cl.ClC=1C=C(C=CC1Cl)C(CCN1CCC(CC1)N1C(NCCC1)=O)C1N(C(C2=CC=C(C=C12)OC(C)C)=O)C (3-[1-(3,4-Dichlorophenyl)-3-(4-(2-oxoperhydropyrimidine-1-yl)piperidino)propyl]-5-isopropoxy-2-methyl-2,3-dihydroisoindol-1-one hydrochloride). The yield is 151.1%. As a reaction SMILES: [Cl:1][C:2]1[CH:3]=[C:4]([CH:9]([CH:13]2[C:21]3[C:16](=[CH:17][CH:18]=[C:19]([O:22][CH:23]([CH3:25])[CH3:24])[CH:20]=3)[C:15](=[O:26])[N:14]2[CH3:27])[CH2:10][CH:11]=O)[CH:5]=[CH:6][C:7]=1[Cl:8].[O:28]=[C:29]1[NH:34][CH2:33][CH2:32][CH2:31][N:30]1[CH:35]1[CH2:40][CH2:39][NH:38][CH2:37][CH2:36]1>>[ClH:1].[Cl:1][C:2]1[CH:3]=[C:4]([CH:9]([CH:13]2[C:21]3[C:16](=[CH:17][CH:18]=[C:19]([O:22][CH:23]([CH3:24])[CH3:25])[CH:20]=3)[C:15](=[O:26])[N:14]2[CH3:27])[CH2:10][CH2:11][N:38]2[CH2:39][CH2:40][CH:35]([N:30]3[CH2:31][CH2:32][CH2:33][NH:34][C:29]3=[O:28])[CH2:36][CH2:37]2)[CH:5]=[CH:6][C:7]=1[Cl:8] |f:2.3|. Reported procedure: 3-(3,4-Dichlorophenyl)-3-(6-isopropoxy-2-methyl-3-oxo-2,3-dihydro-1H-isoindol-1-yl)propionaldehyde (0.50 g) was coupled to 4-(2-oxoperhydropyrimidine-1-yl)piperidine (0.225 g) by a method similar to that described in Example 8. The reaction product was not purified by chromatography but converted to the corresponding hydrochloride salt as described in the Example 8 to afford the title compound (0.567 g); mp 160°-170° C. (d); MS: m/z=573(M+1); NMR(CD3 SOCD3): 1.38 (m,6), 1.83 (broad,5), 3.29 (s,3... Reactants: FC1=C(C=C(C=C1)[N+](=O)[O-])F (1,2-difluoro-4-nitrobenzene), N1(C=NC=C1)CCCN (3-imidazol-1-ylpropylamine). Run at temperature 96 celsius. Yields the product FC1=C(C=CC(=C1)[N+](=O)[O-])NCCCN1C=NC=C1 ((2-Fluoro-4-nitrophenyl)-(3-imidazol-1-ylpropyl)amine). Yield: 68.1%. Reaction SMILES: F[C:2]1[CH:7]=[CH:6][C:5]([N+:8]([O-:10])=[O:9])=[CH:4][C:3]=1[F:11].[N:12]1([CH2:17][CH2:18][CH2:19][NH2:20])[CH:16]=[CH:15][N:14]=[CH:13]1>>[F:11][C:3]1[CH:4]=[C:5]([N+:8]([O-:10])=[O:9])[CH:6]=[CH:7][C:2]=1[NH:20][CH2:19][CH2:18][CH2:17][N:12]1[CH:16]=[CH:15][N:14]=[CH:13]1. Procedure details: Starting with 31.8 g (0.2 mol) of 1,2-difluoro-4-nitrobenzene and 37.5 g (0.3 mol) of 3-imidazol-1-ylpropylamine, and after purification by recrystallization from refluxing 96° C. ethanol, 36.0 g of orange-yellow crystals melting at 144° C. (Kofler) were obtained, the elemental analysis of which, calculated for C12H13N4O2F, was: